Dataset: the Open Reaction Database (ORD), a public repository of structured organic reaction records. Task: describe an organic reaction: reactants, conditions, products, and yield Starting materials: C([O-])([O-])=O.[Na+].[Na+] (sodium carbonate), NC=1SC2=NC(=CC=C2N1)OC=1C=C(C=CC1C)NC(OC(C)(C)C)=O (tert-butyl {3-[(2-amino[1,3]thiazolo[5,4-b]pyridin-5-yl)oxy]-4-methylphenyl}carbamate), C1(CC1)C(=O)Cl (cyclopropanecarbonyl chloride). The solvent is CO (methanol), N1=CC=CC=C1 (pyridine). Reaction conditions: time 1 hour. Product: C1(CC1)C(=O)NC=1SC2=NC(=CC=C2N1)OC=1C=C(C=CC1C)NC(OCCCC)=O (butyl [3-({2-[(cyclopropylcarbonyl)amino][1,3]thiazolo[5,4-b]pyridin-5-yl}oxy)-4-methylphenyl]carbamate). Isolated yield 186.7%. RXN SMILES: [NH2:1][C:2]1[S:3][C:4]2[C:9]([N:10]=1)=[CH:8][CH:7]=[C:6]([O:11][C:12]1[CH:13]=[C:14]([NH:19][C:20](=[O:26])[O:21]C(C)(C)C)[CH:15]=[CH:16][C:17]=1[CH3:18])[N:5]=2.[CH:27]1([C:30](Cl)=[O:31])[CH2:29][CH2:28]1.C(=O)([O-])[O-].[Na+].[Na+]>N1C=CC=CC=1.CO>[CH:27]1([C:30]([NH:1][C:2]2[S:3][C:4]3[C:9]([N:10]=2)=[CH:8][CH:7]=[C:6]([O:11][C:12]2[CH:13]=[C:14]([NH:19][C:20](=[O:26])[O:21][CH2:6][CH2:7][CH2:8][CH3:9])[CH:15]=[CH:16][C:17]=2[CH3:18])[N:5]=3)=[O:31])[CH2:29][CH2:28]1 |f:2.3.4|. Reported procedure: To a solution of tert-butyl {3-[(2-amino[1,3]thiazolo[5,4-b]pyridin-5-yl)oxy]-4-methylphenyl}carbamate (800 mg, 2.14 mmol) in pyridine (10 mL) was added cyclopropanecarbonyl chloride (390 μL, 4.29 mmol), and the mixture was stirred at room temperature for 1 hr. The reaction mixture was diluted with methanol (20 mL), anhydrous sodium carbonate (1.0 g, 9.43 mmol) was added, and the mixture was stirred at room temperature for 6 hr. The insoluble material was filtered off, and the filtrate was conce... RXN SMILES: [Si:1]([O:8][C@H:9]([CH2:14][C:15](=[O:31])[CH2:16][P:17]([C:25]1[CH:30]=[CH:29][CH:28]=[CH:27][CH:26]=1)([C:19]1[CH:24]=[CH:23][CH:22]=[CH:21][CH:20]=1)=[O:18])[CH2:10][C:11]([OH:13])=[O:12])([C:4]([CH3:7])([CH3:6])[CH3:5])([CH3:3])[CH3:2].CI.[C:34](=O)([O-])[O-].[K+].[K+].CC(C)=O>O>[Si:1]([O:8][C@H:9]([CH2:14][C:15](=[O:31])[CH2:16][P:17]([C:25]1[CH:30]=[CH:29][CH:28]=[CH:27][CH:26]=1)([C:19]1[CH:24]=[CH:23][CH:22]=[CH:21][CH:20]=1)=[O:18])[CH2:10][C:11]([O:13][CH3:34])=[O:12])([C:4]([CH3:7])([CH3:6])[CH3:5])([CH3:3])[CH3:2] |f:2.3.4|. Conditions: time 8 hour. The reactants are [Si](C)(C)(C(C)(C)C)O[C@@H](CC(=O)O)CC(CP(=O)(C1=CC=CC=C1)C1=CC=CC=C1)=O ((R)-3-t-butyldimethylsilyloxy-6-diphenylphosphinoyl-5-oxohexanoic acid), CI (methyl iodide), C([O-])([O-])=O.[K+].[K+] (potassium carbonate), CC(=O)C (acetone). Reported procedure: To 0.92 g (2 mmol.) of (R)-3-t-butyldimethylsilyloxy-6-diphenylphosphinoyl-5-oxohexanoic acid prepared above, 0.28 g of methyl iodide, 0.28 g of potassium carbonate and 10 ml of acetone were added, and then the mixture was stirred for 8 hours at room temperature. After 16 ml of water was added to the solution, the solution was extracted with two portions of 20 ml of ethyl acetate. The ethyl acetate portions were combined and dried over anhydrous magnesium sulfate, and then the solvent was remove... Solvent: O (water). Isolated yield 85.3%. The product is [Si](C)(C)(C(C)(C)C)O[C@@H](CC(=O)OC)CC(CP(=O)(C1=CC=CC=C1)C1=CC=CC=C1)=O (methyl (R)-3-t-butyldimethylsilyloxy-6-diphenylphosphinoyl-5-oxohexanoate). Reactants: Cn1c(S(C)(=O)=O)nc2cccnc21, CO, CC(C)n1c(=O)n(-c2ccc(O)cc2)c2ncc(Cl)cc21, [H-], [Na+], CN(C)C=O. Yields the product CC(C)n1c(=O)n(-c2ccc(Oc3nc4cccnc4n3C)cc2)c2ncc(Cl)cc21. As a reaction SMILES: [CH3:1][n:2]1[c:3]([S:11]([CH3:12])(=[O:13])=[O:14])[n:4][c:5]2[c:6]1[n:7][cH:8][cH:9][cH:10]2.[CH3:43][OH:44].[Cl:15][c:16]1[cH:17][c:18]2[c:19]([n:20][cH:21]1)[n:22](-[c:29]1[cH:30][cH:31][c:32]([OH:35])[cH:33][cH:34]1)[c:23](=[O:28])[n:24]2[CH:25]([CH3:26])[CH3:27].[H-:37].[Na+:36].[O:38]=[CH:39][N:40]([CH3:41])[CH3:42]>>[CH3:1][n:2]1[c:3]([O:35][c:32]2[cH:31][cH:30][c:29](-[n:22]3[c:19]4[c:18]([cH:17][c:16]([Cl:15])[cH:21][n:20]4)[n:24]([CH:25]([CH3:26])[CH3:27])[c:23]3=[O:28])[cH:34][cH:33]2)[n:4][c:5]2[c:6]1[n:7][cH:8][cH:9][cH:10]2. Reactants: B(Br)(Br)Br (BBr3), ClC1=C(C=CC=C1)N1N=C2C(N=C(N(C2=O)CC(F)(F)F)C)=C1C1=CC=C(C=C1)OC (2-(2-chlorophenyl)-3-(4-methoxyphenyl)-5-methyl-6-(2,2,2-trifluoroethyl)-2,6-dihydropyrazolo[4,3-d]pyrimidin-7-one). Solvent: C(Cl)Cl (CH2Cl2). Run at time 2.5 hour. The product is ClC1=C(C=CC=C1)N1N=C2C(N=C(N(C2=O)CC(F)(F)F)C)=C1C1=CC=C(C=C1)O (2-(2-Chlorophenyl)-3-(4-hydroxyphenyl)-5-methyl-6-(2,2,2-trifluoroethyl)-2,6-dihydropyrazolo[4,3-d]pyrimidin-7-one). The yield is 66.9%. As a reaction SMILES: B(Br)(Br)Br.[Cl:5][C:6]1[CH:11]=[CH:10][CH:9]=[CH:8][C:7]=1[N:12]1[C:27]([C:28]2[CH:33]=[CH:32][C:31]([O:34]C)=[CH:30][CH:29]=2)=[C:15]2[N:16]=[C:17]([CH3:26])[N:18]([CH2:21][C:22]([F:25])([F:24])[F:23])[C:19](=[O:20])[C:14]2=[N:13]1>C(Cl)Cl>[Cl:5][C:6]1[CH:11]=[CH:10][CH:9]=[CH:8][C:7]=1[N:12]1[C:27]([C:28]2[CH:29]=[CH:30][C:31]([OH:34])=[CH:32][CH:33]=2)=[C:15]2[N:16]=[C:17]([CH3:26])[N:18]([CH2:21][C:22]([F:25])([F:23])[F:24])[C:19](=[O:20])[C:14]2=[N:13]1. Procedure details: BBr3 (3 ml, 1 M solution in CH2Cl2) was added to a solution of 2-(2-chlorophenyl)-3-(4-methoxyphenyl)-5-methyl-6-(2,2,2-trifluoroethyl)-2,6-dihydropyrazolo[4,3-d]pyrimidin-7-one (4A-11, 545 mg, 1.21 mmol) in CH2Cl2 (20 ml) at room temperature. The reaction mixture was stirred for 2.5 h, quenched with MeOH (2 ml), and concentrated under vacuum. The residue was redissolved in MeOH (2 ml) and heated under reflux for 0.8 h, cooled to room temperature, and concentrated under vacuum. The residue was p... Run at temperature 25 celsius, time 3 hour. The product is FC(C1=CC=C(CN2C=C(C3=CC(=CC=C23)OCC(=O)O)C=NOCC2=CC=C(C=C2)C(F)(F)F)C=C1)(F)F (2-((1-(4-(trifluoromethyl)benzyl)-3-((((4-(trifluoromethyl)benzyl)oxy)imino)methyl)-1H-indol-5-yl)oxy)acetic acid). Reaction SMILES: [F:1][C:2]([F:41])([F:40])[C:3]1[CH:39]=[CH:38][C:6]([CH2:7][N:8]2[C:16]3[C:11](=[CH:12][C:13]([O:17][CH2:18][C:19]([O:21]CC)=[O:20])=[CH:14][CH:15]=3)[C:10]([CH:24]=[N:25][O:26][CH2:27][C:28]3[CH:33]=[CH:32][C:31]([C:34]([F:37])([F:36])[F:35])=[CH:30][CH:29]=3)=[CH:9]2)=[CH:5][CH:4]=1.O.[OH-].[Li+]>C1COCC1>[F:40][C:2]([F:1])([F:41])[C:3]1[CH:39]=[CH:38][C:6]([CH2:7][N:8]2[C:16]3[C:11](=[CH:12][C:13]([O:17][CH2:18][C:19]([OH:21])=[O:20])=[CH:14][CH:15]=3)[C:10]([CH:24]=[N:25][O:26][CH2:27][C:28]3[CH:33]=[CH:32][C:31]([C:34]([F:37])([F:36])[F:35])=[CH:30][CH:29]=3)=[CH:9]2)=[CH:5][CH:4]=1 |f:1.2.3|. The yield is 75.1%. Procedure details: To a solution of the product of step 4 (350 mg, 0.605 mmoles) in THF (2 mL) Water: (2 ml), lithum hydroxide monohydrate (38 mg, 0.908 mmoles), was added and the reaction mixture was stirred at 25° C. for 3 hours. The reaction mixture was poured into ice cold water, acidified by dil.HCl and extracted with ethyl acetate. The combined ethyl acetate extract was washed with water & brine, dried over sodium sulphate and evaporated under reduced pressure to yield 250 mg (77%) of product as solid. The reactants are FC(C1=CC=C(CN2C=C(C3=CC(=CC=C23)OCC(=O)OCC)C=NOCC2=CC=C(C=C2)C(F)(F)F)C=C1)(F)F (ethyl 2-((1-(4-(trifluoromethyl)benzyl)-3-((((4-(trifluoromethyl)benzyl)oxy)imino)methyl)-1H-indol-5-yl)oxy)acetate), O.[OH-].[Li+] (lithum hydroxide monohydrate). Solvent: C1CCOC1 (THF). Starting materials: B, CN(C)C, Cc1nn(C)cc1C=O, CC(=O)O, CO, CCOC(C)=O, Nc1cnc(Br)cn1. The product is Cc1nn(C)cc1CNc1cnc(Br)cn1. As a reaction SMILES: [BH3:22].[CH3:18][N:19]([CH3:20])[CH3:21].[CH3:1][n:2]1[n:3][c:4]([CH3:9])[c:5]([CH:7]=[O:8])[cH:6]1.[CH3:23][C:24](=[O:25])[OH:26].[CH3:27][OH:28].[CH3:29][CH2:30][O:31][C:32](=[O:33])[CH3:34].[NH2:10][c:11]1[n:12][cH:13][c:14]([Br:17])[n:15][cH:16]1>>[CH3:1][n:2]1[n:3][c:4]([CH3:9])[c:5]([CH2:7][NH:10][c:11]2[n:12][cH:13][c:14]([Br:17])[n:15][cH:16]2)[cH:6]1. Reactants: ClC=1C=C2C=C(NC2=C(C1)NC1CCCC1)C=1SC[C@H](N1)CCC(=O)O (3-[(R)-2-(5-chloro-7-cyclopentylamino-1H-indol-2-yl)-4,5-dihydro-thiazol-4-yl]-propionic acid), NCCN1CCOCC1 (4-(2-aminoethyl)morpholine). The product is ClC=1C=C2C=C(NC2=C(C1)NC1CCCC1)C=1SC[C@H](N1)CCC(=O)NCCN1CCOCC1 (3-[(R)-2-(5-chloro-7-cyclopentylamino-1H-indol-2-yl)-4,5-dihydro-thiazol-4-yl]-N-(2-morpholin-4-yl-ethyl)-propionamide). Isolated yield 26.0%. As a reaction SMILES: [Cl:1][C:2]1[CH:3]=[C:4]2[C:8](=[C:9]([NH:11][CH:12]3[CH2:16][CH2:15][CH2:14][CH2:13]3)[CH:10]=1)[NH:7][C:6]([C:17]1[S:18][CH2:19][C@@H:20]([CH2:22][CH2:23][C:24]([OH:26])=O)[N:21]=1)=[CH:5]2.[NH2:27][CH2:28][CH2:29][N:30]1[CH2:35][CH2:34][O:33][CH2:32][CH2:31]1>>[Cl:1][C:2]1[CH:3]=[C:4]2[C:8](=[C:9]([NH:11][CH:12]3[CH2:16][CH2:15][CH2:14][CH2:13]3)[CH:10]=1)[NH:7][C:6]([C:17]1[S:18][CH2:19][C@@H:20]([CH2:22][CH2:23][C:24]([NH:27][CH2:28][CH2:29][N:30]3[CH2:35][CH2:34][O:33][CH2:32][CH2:31]3)=[O:26])[N:21]=1)=[CH:5]2. Reported procedure: The compound (150 mg, 0.38 mmol) prepared in Example 149 and 4-(2-aminoethyl)morpholine instead of morpholine were reacted according to the same procedure as Example 70 to give the title compound (50 mg, Yield 26%). The reactants are CN1CCN(Cc2cc(N)cc(C(F)(F)F)c2)CC1, ClCCl, Cc1ccc(C(=O)Cl)cc1I. Product: Cc1ccc(C(=O)Nc2cc(CN3CCN(C)CC3)cc(C(F)(F)F)c2)cc1I. RXN SMILES: [CH3:1][N:2]1[CH2:3][CH2:4][N:5]([CH2:8][c:9]2[cH:10][c:11]([NH2:19])[cH:12][c:13]([C:15]([F:16])([F:17])[F:18])[cH:14]2)[CH2:6][CH2:7]1.[Cl:31][CH2:32][Cl:33].[I:20][c:21]1[cH:22][c:23]([C:24](=[O:25])[Cl:26])[cH:27][cH:28][c:29]1[CH3:30]>>[CH3:1][N:2]1[CH2:3][CH2:4][N:5]([CH2:8][c:9]2[cH:10][c:11]([NH:19][C:24]([c:23]3[cH:22][c:21]([I:20])[c:29]([CH3:30])[cH:28][cH:27]3)=[O:25])[cH:12][c:13]([C:15]([F:16])([F:17])[F:18])[cH:14]2)[CH2:6][CH2:7]1. Starting materials: [OH-].[Na+] (NaOH), C(Cl)C1CO1 (epichlorohydrin), CC(C)(C)OC(CC[C@@H](C)[C@H]1CC[C@H]2[C@@H]3[C@@H](C[C@@H]4C[C@@H](CC[C@]4(C)[C@H]3C[C@@H]([C@]12C)O)O)O)=O ((3α,5β,7α,12α)-3,7,12-trihydroxy-cholan-24-oic acid 1,1-dimethylethyl ester). Reagents/catalysts: S(=O)(=O)(O)[O-].C(CCC)[N+](CCCC)(CCCC)CCCC (tetrabutylammonium hydrogen sulfate). Solvent: C(Cl)Cl (CH2Cl2). Product: CC(C)(C)OC(CC[C@@H](C)[C@H]1CC[C@H]2[C@@H]3[C@@H](C[C@@H]4C[C@@H](CC[C@]4(C)[C@H]3C[C@@H]([C@]12C)O)OCC1CO1)O)=O ((3α,5β,7α,12α)-3-(2,3-epoxypropyl)oxy-7,12-dihydroxy-cholan-24-oic acid 1,1-dimethylethyl ester). Yield: 37.0%. RXN SMILES: [OH-].[Na+].[CH2:3]([CH:5]1[O:7][CH2:6]1)Cl.[CH3:8][C:9]([O:12][C:13](=[O:40])[CH2:14][CH2:15][C@H:16]([C@@H:18]1[C@:35]2([CH3:36])[C@H:21]([C@H:22]3[C@H:32]([CH2:33][C@@H:34]2[OH:37])[C@:30]2([CH3:31])[C@@H:25]([CH2:26][C@H:27]([OH:38])[CH2:28][CH2:29]2)[CH2:24][C@H:23]3[OH:39])[CH2:20][CH2:19]1)[CH3:17])([CH3:11])[CH3:10]>S([O-])(O)(=O)=O.C([N+](CCCC)(CCCC)CCCC)CCC.C(Cl)Cl>[CH3:8][C:9]([O:12][C:13](=[O:40])[CH2:14][CH2:15][C@H:16]([C@@H:18]1[C@:35]2([CH3:36])[C@H:21]([C@H:22]3[C@H:32]([CH2:33][C@@H:34]2[OH:37])[C@:30]2([CH3:31])[C@@H:25]([CH2:26][C@H:27]([O:38][CH2:3][CH:5]4[O:7][CH2:6]4)[CH2:28][CH2:29]2)[CH2:24][C@H:23]3[OH:39])[CH2:20][CH2:19]1)[CH3:17])([CH3:10])[CH3:11] |f:0.1,4.5|. Reported procedure: A mixture of 50% NaOH (10 ml), epichlorohydrin (6 ml) and tetrabutylammonium hydrogen sulfate (0.3 g) kept at 0° C. was added drop by drop to a solution of (3α,5β,7α,12α)-3,7,12-trihydroxy-cholan-24-oic acid 1,1-dimethylethyl ester (prepared according to the procedure described by R. P. Bonar-Law et al., J. Chem. Soc. Perkin Trans. I, 1990, 2245) (0.0045 mol) in CH2Cl2 (10 ml). When the addition was completed the mixture was left to react at room temperature by 24 h. The organic phase was separa... The reactants are O=C(O)C(F)(F)F, O=c1c2cc(F)c(N3CCCC3)cc2n(-c2ccc(O)cc2)c(=O)n1OCc1ccccc1. Product: O=c1c2cc(F)c(N3CCCC3)cc2n(-c2ccc(O)cc2)c(=O)n1O. Reaction SMILES: [F:1][C:2]([F:3])([F:4])[C:5]([OH:6])=[O:7].[OH:8][c:9]1[cH:10][cH:11][c:12](-[n:15]2[c:16](=[O:40])[n:17]([O:32][CH2:33][c:34]3[cH:35][cH:36][cH:37][cH:38][cH:39]3)[c:18](=[O:31])[c:19]3[cH:20][c:21]([F:30])[c:22]([N:25]4[CH2:26][CH2:27][CH2:28][CH2:29]4)[cH:23][c:24]23)[cH:13][cH:14]1>>[OH:8][c:9]1[cH:10][cH:11][c:12](-[n:15]2[c:16](=[O:40])[n:17]([OH:32])[c:18](=[O:31])[c:19]3[cH:20][c:21]([F:30])[c:22]([N:25]4[CH2:26][CH2:27][CH2:28][CH2:29]4)[cH:23][c:24]23)[cH:13][cH:14]1.